This data is from the Open Reaction Database (ORD), a public repository of structured organic reaction records. The task is: describe an organic reaction: reactants, conditions, products, and yield The reactants are NC=1C=C2C=CN(C2=CC1)CC1=CC=C(C(=O)N[C@@H](CC2=CC=CC=C2)C(=O)OCC)C=C1 (ethyl N-{4-[(5-amino-1H-indol-1-yl)methyl]benzoyl}phenylalaninate), C1(=CC=C(C=C1)S(=O)(=O)Cl)C1=CC=CC=C1 (biphenyl 4-sulfonyl chloride). The product is C1(=CC=C(C=C1)S(=O)(=O)NC=1C=C2C=CN(C2=CC1)CC1=CC=C(C(=O)N[C@@H](CC2=CC=CC=C2)C(=O)O)C=C1)C1=CC=CC=C1 (N-[4-({5-[(1,1′-Biphenyl-4-ylsulfonyl)amino]-1H-indol-1-yl}methyl)benzoyl]-L-phenylalanine). RXN SMILES: [NH2:1][C:2]1[CH:3]=[C:4]2[C:8](=[CH:9][CH:10]=1)[N:7]([CH2:11][C:12]1[CH:33]=[CH:32][C:15]([C:16]([NH:18][C@H:19]([C:27]([O:29]CC)=[O:28])[CH2:20][C:21]3[CH:26]=[CH:25][CH:24]=[CH:23][CH:22]=3)=[O:17])=[CH:14][CH:13]=1)[CH:6]=[CH:5]2.[C:34]1([C:44]2[CH:49]=[CH:48][CH:47]=[CH:46][CH:45]=2)[CH:39]=[CH:38][C:37]([S:40](Cl)(=[O:42])=[O:41])=[CH:36][CH:35]=1>>[C:34]1([C:44]2[CH:49]=[CH:48][CH:47]=[CH:46][CH:45]=2)[CH:39]=[CH:38][C:37]([S:40]([NH:1][C:2]2[CH:3]=[C:4]3[C:8](=[CH:9][CH:10]=2)[N:7]([CH2:11][C:12]2[CH:33]=[CH:32][C:15]([C:16]([NH:18][C@H:19]([C:27]([OH:29])=[O:28])[CH2:20][C:21]4[CH:22]=[CH:23][CH:24]=[CH:25][CH:26]=4)=[O:17])=[CH:14][CH:13]=2)[CH:6]=[CH:5]3)(=[O:42])=[O:41])=[CH:36][CH:35]=1. Procedure details: The title compound was prepared from ethyl N-{4-[(5-amino-1H-indol-1-yl)methyl]benzoyl}phenylalaninate and biphenyl 4-sulfonyl chloride following the procedure of Example 10: MS (ESI) m/z 630; MS (ESI) m/z 628. The yield is 70.8%. Solvent: O1CCCC1 (tetrahydrofuran), CO (methanol). Run at time 2 day. Procedure details: To a solution of methyl 7-(4-butoxyethoxyphenyl)-1-(2-pyridylmethyl)-2,3-dihydro-1-benzazepine-4-carboxylate (378 mg) in a mixture of tetrahydrofuran (24 ml) and methanol (24 ml) was added 1N sodium hydroxide solution (8 ml), and the mixture was stirred at room temperature for 2 days. Then, to the mixture was added water at 0° C., and 1N hydrochloric acid was further added to neutral, and the mixture was extracted with ethyl acetate. The organic layer was washed with water and saturated brine an... The reactants are C(CCC)OCCOC1=CC=C(C=C1)C=1C=CC2=C(C=C(CCN2CC2=NC=CC=C2)C(=O)OC)C1 (methyl 7-(4-butoxyethoxyphenyl)-1-(2-pyridylmethyl)-2,3-dihydro-1-benzazepine-4-carboxylate), Cl (hydrochloric acid), [OH-].[Na+] (sodium hydroxide), O (water). Product: C(CCC)OCCOC1=CC=C(C=C1)C=1C=CC2=C(C=C(CCN2CC2=NC=CC=C2)C(=O)O)C1 (7-(4-butoxyethoxyphenyl)-1-(2-pyridylmethyl)-2,3-dihydro-1-benzazepine-4-carboxylic acid). RXN SMILES: [CH2:1]([O:5][CH2:6][CH2:7][O:8][C:9]1[CH:14]=[CH:13][C:12]([C:15]2[CH:16]=[CH:17][C:18]3[N:24]([CH2:25][C:26]4[CH:31]=[CH:30][CH:29]=[CH:28][N:27]=4)[CH2:23][CH2:22][C:21]([C:32]([O:34]C)=[O:33])=[CH:20][C:19]=3[CH:36]=2)=[CH:11][CH:10]=1)[CH2:2][CH2:3][CH3:4].[OH-].[Na+].O.Cl>O1CCCC1.CO>[CH2:1]([O:5][CH2:6][CH2:7][O:8][C:9]1[CH:10]=[CH:11][C:12]([C:15]2[CH:16]=[CH:17][C:18]3[N:24]([CH2:25][C:26]4[CH:31]=[CH:30][CH:29]=[CH:28][N:27]=4)[CH2:23][CH2:22][C:21]([C:32]([OH:34])=[O:33])=[CH:20][C:19]=3[CH:36]=2)=[CH:13][CH:14]=1)[CH2:2][CH2:3][CH3:4] |f:1.2|.